Dataset: the Open Reaction Database (ORD), a public repository of structured organic reaction records. Task: describe an organic reaction: reactants, conditions, products, and yield Reactants: ClCCl, Cl, CC(C)(C)OC(=O)N1CCC(=Cc2cccc(Oc3ccc(C(F)(F)F)cc3)c2)CC1, C1COCCO1. Yields the product Cl, FC(F)(F)c1ccc(Oc2cccc(C=C3CCNCC3)c2)cc1. Reaction SMILES: [Cl:39][CH2:40][Cl:41].[ClH:32].[F:1][C:2]([c:3]1[cH:4][cH:5][c:6]([O:7][c:8]2[cH:9][c:10]([CH:11]=[C:12]3[CH2:13][CH2:14][N:15]([C:18]([O:19][C:20]([CH3:21])([CH3:22])[CH3:23])=[O:24])[CH2:16][CH2:17]3)[cH:25][cH:26][cH:27]2)[cH:28][cH:29]1)([F:30])[F:31].[O:33]1[CH2:34][CH2:35][O:36][CH2:37][CH2:38]1>>[ClH:32].[F:1][C:2]([c:3]1[cH:4][cH:5][c:6]([O:7][c:8]2[cH:9][c:10]([CH:11]=[C:12]3[CH2:13][CH2:14][NH:15][CH2:16][CH2:17]3)[cH:25][cH:26][cH:27]2)[cH:28][cH:29]1)([F:30])[F:31]. Reactants: C1=CC(=CC(=C1)S(=O)(=O)N)N, C1=C(C=NC=N1)Br. The reagents and catalysts are C(=O)([O-])[O-].[Cs+].[Cs+], CC1(C2=C(C(=CC=C2)P(C3=CC=CC=C3)C4=CC=CC=C4)OC5=C1C=CC=C5P(C6=CC=CC=C6)C7=CC=CC=C7)C, CC(=O)O.CC(=O)O.[Pd]. Run in CC(=O)N(C)C. Run at temperature 130 celsius. Product: C1=CC(=CC(=C1)S(=O)(=O)N)NC2=CN=CN=C2. Isolated yield 18.8%. Reported procedure: A mixture of 3-aminobenzenesulfonamide (110mg, 0.64 mmol), 5-bromopyrimidine (102 mg, 0.64 mmol),(9,9-dimethyl-9H-xanthene-4,5-diyl)bis(diphenylphosphine) (29.6 mg, 0.05 mmol), diacetoxypalladium (5.74 mg, 0.03 mmol) and cesium carbonate (250 mg, 0.77 mmol) in degassed DMA (1.9 mL) was heated **_in the microwave_** for 35 min at 130°C.  LC MS FLA-04665-12-01 (pH extract 6-7) showed some product. Reaction was stopped. Extraction with AE + ethanol / aq. sat NH4Cl (pH7), then back extraction with D... Reactants: COC(C)C#N, CCO, Cl. Product: CCOC(=N)C(C)OC, Cl. Reaction SMILES: [CH3:2][O:3][CH:4]([C:5]#[N:6])[CH3:7].[CH3:8][CH2:9][OH:10].[ClH:1]>>[CH3:2][O:3][CH:4]([C:5](=[NH:6])[O:10][CH2:9][CH3:8])[CH3:7].[ClH:1]. Reactants: NC1=NC(=C2N=CN(C2=N1)[C@H]1C=C[C@H](C1)CO)Cl ((±)-cis-4-(2-amino-6-chloro-9H-purin-9-yl)-2-cyclopentene-1-methanol), Cl.NC(CO)CO (serinol hydrochloride), [OH-].[Na+] (NaOH). Solvent: CO (methanol), CO (methanol). Reaction conditions: temperature 80 celsius, time 8 hour. Yields the product NC1=NC(=C2N=CN(C2=N1)[C@H]1C=C[C@H](C1)CO)NC(CO)CO ((±)-cis-4-(2-Amino-6-((2-hydroxy-1-(hydroxymethyl)ethyl)amino)-9H-purin-9-yl)-2-cyclopentene-1-methanol). Reaction SMILES: Cl.[NH2:2][CH:3]([CH2:6][OH:7])[CH2:4][OH:5].[NH2:8][C:9]1[N:17]=[C:16]2[C:12]([N:13]=[CH:14][N:15]2[C@@H:18]2[CH2:22][C@H:21]([CH2:23][OH:24])[CH:20]=[CH:19]2)=[C:11](Cl)[N:10]=1.[OH-].[Na+]>CO>[NH2:8][C:9]1[N:17]=[C:16]2[C:12]([N:13]=[CH:14][N:15]2[C@@H:18]2[CH2:22][C@H:21]([CH2:23][OH:24])[CH:20]=[CH:19]2)=[C:11]([NH:2][CH:3]([CH2:6][OH:7])[CH2:4][OH:5])[N:10]=1 |f:0.1,3.4|. Reported procedure: A solution of serinol hydrochloride (0.765 g, 6.00 mmol) in methanol (20 mL) was stirred with basic ion exchange resin for 10 minutes. The resin was filtered off and the filtrate concentrated to a colorless oil. To this was added (±)-cis-4-(2-amino-6-chloro-9H-purin-9-yl)-2-cyclopentene-1-methanol (0.544 g, 2.00 mmol) and methanol (10 mL). The resulting solution was stirred in a Parr bomb at 80° C. overnight. 1N NaOH (2 mL) was added and the solvent evaporated. The residue was chromatrographed o... The reactants are O=C(NC(Cc1ccc(O)cc1)C(=O)O)OCc1ccccc1, ClCCl, C(=NC1CCCCC1)=NC1CCCCC1, c1ccc(N2CCNCC2)cc1. Product: O=C(NC(Cc1ccc(O)cc1)C(=O)N1CCN(c2ccccc2)CC1)OCc1ccccc1. RXN SMILES: [CH2:1]([c:2]1[cH:3][cH:4][cH:5][cH:6][cH:7]1)[O:8][C:9](=[O:10])[NH:11][CH:12]([CH2:13][c:14]1[cH:15][cH:16][c:17]([OH:20])[cH:18][cH:19]1)[C:21](=[O:22])[OH:23].[CH2:51]([Cl:52])[Cl:53].[CH:36]1([N:37]=[C:38]=[N:39][CH:40]2[CH2:41][CH2:42][CH2:43][CH2:44][CH2:45]2)[CH2:46][CH2:47][CH2:48][CH2:49][CH2:50]1.[c:24]1([N:30]2[CH2:31][CH2:32][NH:33][CH2:34][CH2:35]2)[cH:25][cH:26][cH:27][cH:28][cH:29]1>>[CH2:1]([c:2]1[cH:3][cH:4][cH:5][cH:6][cH:7]1)[O:8][C:9](=[O:10])[NH:11][CH:12]([CH2:13][c:14]1[cH:15][cH:16][c:17]([OH:20])[cH:18][cH:19]1)[C:21](=[O:23])[N:33]1[CH2:32][CH2:31][N:30]([c:24]2[cH:25][cH:26][cH:27][cH:28][cH:29]2)[CH2:35][CH2:34]1. The reactants are ClC1=NC=CC=C1C(=O)OC (2-chloro-3-pyridinecarboxylic acid, methyl ester), C(=C)[Sn](CCCC)(CCCC)CCCC (vinyltributyltin), C(C)(C)(C)C1=C(C(=CC(=C1)C)C(C)(C)C)O (2,6-ditertbutyl-4-methylphenol), CN(C=O)C (N,N-dimethylformamide), C(=C)[Sn](CCCC)(CCCC)CCCC (vinyltributyltin). The reagents and catalysts are C1=CC=C(C=C1)P(C2=CC=CC=C2)C3=CC=CC=C3.C1=CC=C(C=C1)P(C2=CC=CC=C2)C3=CC=CC=C3.Cl[Pd]Cl (bis(triphenylphosphine)palladium (II) chloride), [Pd] (palladium). The solvent is C(C)(=O)OCC (ethyl acetate). Reaction conditions: temperature 55 celsius, time 7 hour. Yields the product C(=C)C1=NC=CC=C1C(=O)OC (2-ethenyl-3-pyridinecarboxylic acid, methyl ester), oil. As a reaction SMILES: Cl[C:2]1[C:7]([C:8]([O:10][CH3:11])=[O:9])=[CH:6][CH:5]=[CH:4][N:3]=1.[CH:12]([Sn](CCCC)(CCCC)CCCC)=[CH2:13].C(C1C=C(C)C=C(C(C)(C)C)C=1O)(C)(C)C.CN(C)C=O>[Pd].C(OCC)(=O)C.C1C=CC(P(C2C=CC=CC=2)C2C=CC=CC=2)=CC=1.C1C=CC(P(C2C=CC=CC=2)C2C=CC=CC=2)=CC=1.Cl[Pd]Cl>[CH:12]([C:2]1[C:7]([C:8]([O:10][CH3:11])=[O:9])=[CH:6][CH:5]=[CH:4][N:3]=1)=[CH2:13] |f:6.7.8|. Reported procedure: 2-Ethenyl-3-pyridinecarboxylic acid, methyl ester (12) is prepared as follows: a mixture of 19.7 g (115 mmol) of 2-chloro-3-pyridinecarboxylic acid, methyl ester (11), 38.3 g (120.8 mmol) of vinyltributyltin, 1.48 g (2.1 mmol) of bis(triphenylphosphine)palladium (II) chloride 100 mg of 2,6-ditertbutyl-4-methylphenol, and 250 mL of N,N-dimethylformamide is stirred at 55° C. for 7 hours, then treated with 1.63 g 15.1 mmol) of additional vinyltributyltin and 1 g of palladium catalyst. The mixture i... The reactants are NC1=C(C(=O)NC2=C(C(=CC=C2)Br)C)C=CC=C1C (2-amino-N-(3-bromo-2-methylphenyl)-3-methylbenzamide), ClC(Cl)(OC(OC(Cl)(Cl)Cl)=O)Cl (triphosgene), C(=O)(O)[O-].[Na+] (NaHCO3). The solvent is C1CCOC1 (THF). Product: BrC=1C(=C(C=CC1)N1C(NC2=C(C=CC=C2C1=O)C)=O)C (3-(3-bromo-2-methylphenyl)-8-methylquinazoline-2,4(1H,3H)-dione). The yield is 91.3%. Reaction SMILES: [NH2:1][C:2]1[C:18]([CH3:19])=[CH:17][CH:16]=[CH:15][C:3]=1[C:4]([NH:6][C:7]1[CH:12]=[CH:11][CH:10]=[C:9]([Br:13])[C:8]=1[CH3:14])=[O:5].Cl[C:21](Cl)([O:23]C(=O)OC(Cl)(Cl)Cl)Cl.C([O-])(O)=O.[Na+]>C1COCC1>[Br:13][C:9]1[C:8]([CH3:14])=[C:7]([N:6]2[C:4](=[O:5])[C:3]3[C:2](=[C:18]([CH3:19])[CH:17]=[CH:16][CH:15]=3)[NH:1][C:21]2=[O:23])[CH:12]=[CH:11][CH:10]=1 |f:2.3|. Procedure: A solution of 2-amino-N-(3-bromo-2-methylphenyl)-3-methylbenzamide (1.71 g, 5.36 mmol) and triphosgene (2.07 g, 6.96 mmol) in THF (20 mL) was heated at reflux for 1 h. The mixture was cooled on an ice-water bath and treated with saturated aqueous NaHCO3. Stirring was continued until gas evolution ceased. The resulting mixture was extracted 3 times with DCM. The combined organic phases were washed with water, dried and concentrated. The residue was triturated with ether to give a white solid, col... Reactants: CCO, NN, O, O=C1c2ccccc2C(=O)N1CCCN1CCN(c2ccc3ccccc3n2)CC1. The product is NCCCN1CCN(c2ccc3ccccc3n2)CC1. Reaction SMILES: [CH3:34][CH2:35][OH:36].[NH2:32][NH2:33].[OH2:31].[n:1]1[c:2]([N:11]2[CH2:12][CH2:13][N:14]([CH2:17][CH2:18][CH2:19][N:20]3[C:21](=[O:22])[c:23]4[c:24]([cH:25][cH:26][cH:27][cH:28]4)[C:29]3=[O:30])[CH2:15][CH2:16]2)[cH:3][cH:4][c:5]2[cH:6][cH:7][cH:8][cH:9][c:10]12>>[n:1]1[c:2]([N:11]2[CH2:12][CH2:13][N:14]([CH2:17][CH2:18][CH2:19][NH2:20])[CH2:15][CH2:16]2)[cH:3][cH:4][c:5]2[cH:6][cH:7][cH:8][cH:9][c:10]12. Starting materials: C(C)OC(C(C(=O)OCC)(CCOC1OCCCC1)NC(=O)OC(C)(C)C)=O (2-[(t-butyloxycarbonyl)amino]-2-[2-(tetrahydro-2H-pyran-2-yloxy)ethyl]malonic Acid Diethyl Ester), [Cl-].[Ca+2].[Cl-] (Calcium chloride), [BH4-].[Na+] (sodium borohydride). Solvent: C(C)O (ethanol), O1CCCC1 (tetrahydrofuran), O (water). Run at time 2 hour. Yields the product C(C)(C)(C)OC(NC(CCOC1OCCCC1)(CO)CO)=O (1,1-bis(hydroxymethyl)-3-(tetrahydro-2H-pyran-2-yloxy)propylcarbamic Acid t-butyl Ester). The yield is 54.6%. Reaction SMILES: C([O:3][C:4](=O)[C:5]([NH:20][C:21]([O:23][C:24]([CH3:27])([CH3:26])[CH3:25])=[O:22])([CH2:11][CH2:12][O:13][CH:14]1[CH2:19][CH2:18][CH2:17][CH2:16][O:15]1)[C:6](OCC)=[O:7])C.[Cl-].[Ca+2].[Cl-].[BH4-].[Na+]>C(O)C.O1CCCC1.O>[C:24]([O:23][C:21](=[O:22])[NH:20][C:5]([CH2:4][OH:3])([CH2:6][OH:7])[CH2:11][CH2:12][O:13][CH:14]1[CH2:19][CH2:18][CH2:17][CH2:16][O:15]1)([CH3:27])([CH3:25])[CH3:26] |f:1.2.3,4.5|. Procedure details: Compound 21-1 (50.0 g) was dissolved in a mixture of ethanol (530 ml), tetrahydrofuran (130 ml) and water (260 ml). Calcium chloride (27.5 g) was added to this solution at 0° C., sodium borohydride (18.8 g) was subsequently added in portions, and the mixture was stirred at the same temperature for 2 hr, and further at room temperature for 18 hr. The reaction mixture was concentrated under reduced pressure, added to saturated aqueous ammonium chloride solution (31), and extracted with ethyl aceta...